Dataset: the Open Reaction Database (ORD), a public repository of structured organic reaction records. Task: describe an organic reaction: reactants, conditions, products, and yield Starting materials: NCCCO (3-amino-propan-1-ol), COC1=CC=C(C=O)C=C1 (para-methoxybenzaldehyde), Cl (hydrochloric acid), [BH4-].[Na+] (sodium borohydride). Reagents/catalysts: C(C)(=O)O (acetic acid). Solvent: CO (methanol). Run at time 2 hour. Product: COC1=CC=C(CNCCCO)C=C1 (3-(4-methoxy-benzylamino)-propan-1-ol). Yield: 42.0%. As a reaction SMILES: [NH2:1][CH2:2][CH2:3][CH2:4][OH:5].[CH3:6][O:7][C:8]1[CH:15]=[CH:14][C:11]([CH:12]=O)=[CH:10][CH:9]=1.[BH4-].[Na+].Cl>CO.C(O)(=O)C>[CH3:6][O:7][C:8]1[CH:15]=[CH:14][C:11]([CH2:12][NH:1][CH2:2][CH2:3][CH2:4][OH:5])=[CH:10][CH:9]=1 |f:2.3|. Procedure details: To a solution of 3-amino-propan-1-ol (15.0 g, 200 mmol) in methanol (300 ml) was added para-methoxybenzaldehyde (28.6 g, 210 mmol) and a few drops of acetic acid at room temperature. The mixture was stirred at room temperature for 2 hours and cooled to 0° C. After the addition of sodium borohydride (11.4 g, 300 mmol), the mixture was stirred at room temperature for another 2 hours and acidified with 3N hydrochloric acid. The biphasic mixture was stirred at room temperature for 10 minutes. The or...